Task: describe an organic reaction: reactants, conditions, products, and yield. Dataset: the Open Reaction Database (ORD), a public repository of structured organic reaction records Starting materials: CN1C(C(=CC(=C1)B1OC(C(O1)(C)C)(C)C)NC1=NN2C(CN(CC2)C)=C1)=O (1-Methyl-3-(5-methyl-4,5,6,7-tetrahydropyrazolo[1,5-a]pyrazin-2-ylamino)-5-(4,4,5,5-tetramethyl-1,3,2-dioxaborolan-2-yl)pyridin-2(1H)-one), ClC1=CC=NC(=C1C=O)N1C(C=2N(C=3CCCCC3C2F)CC1)=O (4-Chloro-2-(10-fluoro-1-oxo-3,4,6,7,8,9-hexahydropyrazino[1,2-a]indol-2(1H)-yl)nicotinaldehyde), [O-]P(=O)([O-])[O-].[K+].[K+].[K+] (K3PO4), CC(=O)[O-].[Na+] (NaOAc). Reagents/catalysts: C1=CC=C(C=C1)P([C-]2C=CC=C2)C3=CC=CC=C3.C1=CC=C(C=C1)P([C-]2C=CC=C2)C3=CC=CC=C3.Cl[Pd]Cl.[Fe+2] (1,1′-bis(diphenylphosphino)ferrocenedichloropalladium(II)). The solvent is CC#N (CH3CN). Run at temperature 100 celsius. Product: FC1=C2N(C=3CCCCC13)CCN(C2=O)C2=C(C=O)C(=CC=N2)C2=CN(C(C(=C2)NC2=NN1C(CN(CC1)C)=C2)=O)C (2-(10-Fluoro-1-oxo-3,4,6,7,8,9-hexahydropyrazino[1,2-a]indol-2(1H)-yl)-4-(1-methyl-5-(5-methyl-4,5,6,7-tetrahydropyrazolo[1,5-a]pyrazin-2-ylamino)-6-oxo-1,6-dihydropyridin-3-yl)nicotinaldehyde). RXN SMILES: [CH3:1][N:2]1[CH:7]=[C:6](B2OC(C)(C)C(C)(C)O2)[CH:5]=[C:4]([NH:17][C:18]2[CH:27]=[C:21]3[CH2:22][N:23]([CH3:26])[CH2:24][CH2:25][N:20]3[N:19]=2)[C:3]1=[O:28].Cl[C:30]1[C:35]([CH:36]=[O:37])=[C:34]([N:38]2[CH2:51][CH2:50][N:41]3[C:42]4[CH2:43][CH2:44][CH2:45][CH2:46][C:47]=4[C:48]([F:49])=[C:40]3[C:39]2=[O:52])[N:33]=[CH:32][CH:31]=1.[O-]P([O-])([O-])=O.[K+].[K+].[K+].CC([O-])=O.[Na+]>CC#N.C1C=CC(P(C2C=CC=CC=2)[C-]2C=CC=C2)=CC=1.C1C=CC(P(C2C=CC=CC=2)[C-]2C=CC=C2)=CC=1.Cl[Pd]Cl.[Fe+2]>[F:49][C:48]1[C:47]2[CH2:46][CH2:45][CH2:44][CH2:43][C:42]=2[N:41]2[CH2:50][CH2:51][N:38]([C:34]3[N:33]=[CH:32][CH:31]=[C:30]([C:6]4[CH:5]=[C:4]([NH:17][C:18]5[CH:27]=[C:21]6[CH2:22][N:23]([CH3:26])[CH2:24][CH2:25][N:20]6[N:19]=5)[C:3](=[O:28])[N:2]([CH3:1])[CH:7]=4)[C:35]=3[CH:36]=[O:37])[C:39](=[O:52])[C:40]=12 |f:2.3.4.5,6.7,9.10.11.12|. Procedure: A suspension of 135a (385 mg, 1 mmol), 4-chloro-2-(10-fluoro-1-oxo-3,4,6,7,8,9-hexahydropyrazino[1,2-a]indol-2(1H)-yl)nicotinaldehyde 134c (347 mg, 1 mmol), K3PO4 (424 mg, 2 mmol), NaOAc (164g, 2 mmol) and 1,1′-bis(diphenylphosphino)ferrocenedichloropalladium(II) (41 mg, 0.05 mmol) in CH3CN (50 ml) was heated at 100° C. under an N2 balloon for 4h. Analysis of reaction mixture by LCMS showed completed conversion to the desired product. The reaction mixture was cooled to room temperature and dilut... The reactants are CCCCCCCCCCCCNC(=O)c1cc(Br)c(OCCO)c(-c2ccc(F)c(Cl)c2)c1, C[N+]1([O-])CCOCC1, CCC[N+](CCC)(CCC)CCC, CC#N, ClCCl, Cl, [Na+], [Na+], O=[Ru](=O)(=O)[O-], O, O, O=S([O-])S(=O)[O-], O=S(O)O. Product: CCCCCCCCCCCCNC(=O)c1cc(Br)c(OCC(=O)O)c(-c2ccc(F)c(Cl)c2)c1. As a reaction SMILES: [CH2:1]([CH2:2][CH2:3][CH2:4][CH2:5][CH2:6][CH2:7][CH2:8][CH2:9][CH2:10][CH2:11][CH3:12])[NH:13][C:14]([c:15]1[cH:16][c:17]([Br:33])[c:18]([O:29][CH2:30][CH2:31][OH:32])[c:19](-[c:21]2[cH:22][c:23]([Cl:28])[c:24]([F:27])[cH:25][cH:26]2)[cH:20]1)=[O:34].[CH3:35][N+:36]1([O-:37])[CH2:38][CH2:40][O:39][CH2:41][CH2:42]1.[CH3:60][CH2:61][CH2:62][N+:63]([CH2:64][CH2:65][CH3:66])([CH2:67][CH2:68][CH3:69])[CH2:70][CH2:71][CH3:72].[CH3:79][C:80]#[N:81].[Cl:57][CH2:58][Cl:59].[ClH:56].[Na+:50].[Na+:55].[O:73]=[Ru:74](=[O:75])([O-:76])=[O:77].[OH2:43].[OH2:78].[S:44]([S:45]([O-:46])=[O:47])([O-:48])=[O:49].[S:51](=[O:52])([OH:53])[OH:54]>>[CH2:1]([CH2:2][CH2:3][CH2:4][CH2:5][CH2:6][CH2:7][CH2:8][CH2:9][CH2:10][CH2:11][CH3:12])[NH:13][C:14]([c:15]1[cH:16][c:17]([Br:33])[c:18]([O:29][CH2:30][C:31](=[O:32])[OH:39])[c:19](-[c:21]2[cH:22][c:23]([Cl:28])[c:24]([F:27])[cH:25][cH:26]2)[cH:20]1)=[O:34]. The product is C=CCOP(=O)(OCC=C)C(Cc1ccc(NC(=O)CBr)cc1)P(=O)(OCC=C)OCC=C. RXN SMILES: [Br:36][CH2:37][C:38](=[O:39])[Br:40].[Cl-:41].[Cl:43][CH2:44][Cl:45].[NH2:1][c:2]1[cH:3][cH:4][c:5]([CH2:6][CH:7]([P:8]([O:9][CH2:10][CH:11]=[CH2:12])([O:13][CH2:14][CH:15]=[CH2:16])=[O:17])[P:18]([O:19][CH2:20][CH:21]=[CH2:22])([O:23][CH2:24][CH:25]=[CH2:26])=[O:27])[cH:28][cH:29]1.[NH4+:42].[cH:30]1[cH:31][cH:32][n:33][cH:34][cH:35]1>>[NH:1]([c:2]1[cH:3][cH:4][c:5]([CH2:6][CH:7]([P:8]([O:9][CH2:10][CH:11]=[CH2:12])([O:13][CH2:14][CH:15]=[CH2:16])=[O:17])[P:18]([O:19][CH2:20][CH:21]=[CH2:22])([O:23][CH2:24][CH:25]=[CH2:26])=[O:27])[cH:28][cH:29]1)[C:38]([CH2:37][Br:36])=[O:39]. The reactants are O=C(Br)CBr, [Cl-], ClCCl, C=CCOP(=O)(OCC=C)C(Cc1ccc(N)cc1)P(=O)(OCC=C)OCC=C, [NH4+], c1ccncc1.